Dataset: the Open Reaction Database (ORD), a public repository of structured organic reaction records. Task: describe an organic reaction: reactants, conditions, products, and yield Starting materials: C(=S)(Cl)Cl (thiophosgene), C([O-])(O)=O.[Na+] (sodium bicarbonate), ClC=1C=C(C=CC1)C(CN)C1=CC=C(C=C1)[N+](=O)[O-] (2-(3-chlorophenyl)-2-(4-nitrophenyl)ethylamine). Run in C(Cl)Cl (methylene chloride). The product is ClC=1C=C(C=CC1)C(CN=C=S)C1=CC=C(C=C1)[N+](=O)[O-] (2-(3-Chlorophenyl)-2-(4-nitrophenyl)ethyl Isothiocyanate). As a reaction SMILES: [C:1](Cl)(Cl)=[S:2].C(=O)(O)[O-].[Na+].[Cl:10][C:11]1[CH:12]=[C:13]([CH:17]([C:20]2[CH:25]=[CH:24][C:23]([N+:26]([O-:28])=[O:27])=[CH:22][CH:21]=2)[CH2:18][NH2:19])[CH:14]=[CH:15][CH:16]=1>C(Cl)Cl>[Cl:10][C:11]1[CH:12]=[C:13]([CH:17]([C:20]2[CH:25]=[CH:24][C:23]([N+:26]([O-:28])=[O:27])=[CH:22][CH:21]=2)[CH2:18][N:19]=[C:1]=[S:2])[CH:14]=[CH:15][CH:16]=1 |f:1.2|. Procedure: A solution of 1.192 mmol of thiophosgene in 5 ml of methylene chloride was added to an aqueous solution of 2.71 mmol of sodium bicarbonate. Then, over the course of 15 minutes, a mixture of 1.084 mmol of 2-(3-chlorophenyl)-2-(4-nitrophenyl)ethylamine was added dropwise to this mixture. After removal of the organic phase and extraction of the aqueous phase once again with dichloromethane, the combined organic phases were washed with water and the solvent was removed by distillation under reduced ... Starting materials: CS(=O)(=O)Cl, Cc1c(OCC#N)ccc(Cl)c1N, Cc1ccccc1, c1ccncc1. The product is Cc1c(OCC#N)ccc(Cl)c1NS(C)(=O)=O. As a reaction SMILES: [CH3:14][S:15]([Cl:16])(=[O:17])=[O:18].[CH3:1][c:2]1[c:3]([O:4][CH2:5][C:6]#[N:7])[cH:8][cH:9][c:10]([Cl:13])[c:11]1[NH2:12].[CH3:25][c:26]1[cH:27][cH:28][cH:29][cH:30][cH:31]1.[cH:19]1[cH:20][cH:21][n:22][cH:23][cH:24]1>>[CH3:1][c:2]1[c:3]([O:4][CH2:5][C:6]#[N:7])[cH:8][cH:9][c:10]([Cl:13])[c:11]1[NH:12][S:15]([CH3:14])(=[O:17])=[O:18]. Reactants: O=O (oxygen), C(CC(=O)OC)(=O)OC (dimethyl malonate), C=CCCCCCC (1-octene), O=C(CC(C(=O)OC)C(=O)OC)CCCCCC (dimethyl 2-(2-oxooctyl)malonate). The reagents and catalysts are C(C)(=O)[O-].[Mn+2].C(C)(=O)[O-] (manganese(II) acetate), C(C)(=O)[O-].[Co+2].C(C)(=O)[O-] (cobalt(II) acetate). The solvent is C(C)(=O)O (acetic acid). Product: C(CCCCCCC)C(C(=O)OC)C(=O)OC (dimethyl 2-octylmalonate), COC(=O)C1C(=O)OC(C1)CCCCCC (α-methoxycarbonyl-γ-hexyl-γ-butyrolactone), C(CCCCCCC)C(CC(C(=O)OC)C(=O)OC)CCCCCC (dimethyl 2-(2-octyloctyl)malonate). The yield is 5.0%. As a reaction SMILES: [C:1]([O:8][CH3:9])(=[O:7])[CH2:2][C:3]([O:5][CH3:6])=[O:4].[CH2:10]=[CH:11][CH2:12][CH2:13][CH2:14]CCC.O=O.O=[C:21]([CH2:32][CH2:33][CH2:34][CH2:35][CH2:36][CH3:37])[CH2:22][CH:23]([C:28]([O:30][CH3:31])=[O:29])[C:24]([O:26][CH3:27])=[O:25]>C([O-])(=O)C.[Mn+2].C([O-])(=O)C.C([O-])(=O)C.[Co+2].C([O-])(=O)C.C(O)(=O)C>[CH2:22]([CH:23]([C:28]([O:30][CH3:31])=[O:29])[C:24]([O:26][CH3:27])=[O:25])[CH2:21][CH2:32][CH2:33][CH2:34][CH2:35][CH2:36][CH3:37].[CH3:31][O:30][C:28]([CH:23]1[CH2:22][CH:21]([CH2:32][CH2:33][CH2:34][CH2:35][CH2:36][CH3:37])[O:26][C:24]1=[O:25])=[O:29].[CH2:22]([CH:23]([CH2:28][CH2:10][CH2:11][CH2:12][CH2:13][CH3:14])[CH2:24][CH:2]([C:1]([O:8][CH3:9])=[O:7])[C:3]([O:5][CH3:6])=[O:4])[CH2:21][CH2:32][CH2:33][CH2:34][CH2:35][CH2:36][CH3:37] |f:4.5.6,7.8.9|. Procedure details: A mixture of 30 mmol of dimethyl malonate, 2 mmol of 1-octene, 0.04 mmol of manganese(II) acetate, 0.01 mmol of cobalt(II) acetate and 2 ml of acetic acid was stirred at 90° C. in an atmosphere of a gaseous mixture of nitrogen and oxygen (9:1) (1 atm=0.101 MPa) for 3 hours. The resulting reaction mixture was analyzed to find that dimethyl 2-octylmalonate (yield: 56%), dimethyl 2-(2-oxooctyl)malonate (trace amount), α-methoxycarbonyl-γ-hexyl-γ-butyrolactone (yield: 6%), dimethyl 2-(2-octyloctyl)m... Starting materials: Cn1c([N+](=O)[O-])cnc1-c1nc(Cl)c2ccccc2n1, CN(C)C=O, OCCNCCO. The product is Cn1c([N+](=O)[O-])cnc1-c1nc(OCCNCCO)c2ccccc2n1. RXN SMILES: [CH3:1][n:2]1[c:3](-[c:10]2[n:11][c:12]3[cH:13][cH:14][cH:15][cH:16][c:17]3[c:18]([Cl:20])[n:19]2)[n:4][cH:5][c:6]1[N+:7](=[O:8])[O-:9].[O:28]=[CH:29][N:30]([CH3:31])[CH3:32].[OH:21][CH2:22][CH2:23][NH:24][CH2:25][CH2:26][OH:27]>>[CH3:1][n:2]1[c:3](-[c:10]2[n:11][c:12]3[cH:13][cH:14][cH:15][cH:16][c:17]3[c:18]([O:21][CH2:22][CH2:23][NH:24][CH2:25][CH2:26][OH:27])[n:19]2)[n:4][cH:5][c:6]1[N+:7](=[O:8])[O-:9]. The reactants are C(C1=CC=CC=C1)OC(=O)NC(C(=O)N[C@H]1C(N(C2=C(CC1)C=CC=C2)CC2=CC=C(C=C2)C2=C(C=CC=C2)CN)=O)(C)C (2-benzyloxycarbonylamino-2-methyl- N-[2,3,4,5-tetrahydro-2-oxo-1-[[2'-(aminomethyl)[1,1'-biphenyl]-4-yl]methyl]-1H-benzazepin-3(R)-yl]propanamide), FC(C(=O)[O-])(F)F (trifluoroacetate), C(C)(C)N=C=O (isopropyl isocyanate). The product is C(C1=CC=CC=C1)OC(=O)NC(C(=O)N[C@H]1C(N(C2=C(CC1)C=CC=C2)CC2=CC=C(C=C2)C2=C(C=CC=C2)CNC(=O)NC(C)C)=O)(C)C (2-Benzyloxycarbonylamino-2-methyl- N-[2,3,4,5-tetrahydro-1-[[2'-[[[[(1-methylethyl)amino]carbonyl]amino]methyl][1,1'-biphenyl]-4-yl]methyl]-2-oxo-1H-benzazepin-3(R)-yl]propanamide). Reaction SMILES: [CH2:1]([O:8][C:9]([NH:11][C:12]([CH3:44])([CH3:43])[C:13]([NH:15][C@@H:16]1[CH2:22][CH2:21][C:20]2[CH:23]=[CH:24][CH:25]=[CH:26][C:19]=2[N:18]([CH2:27][C:28]2[CH:33]=[CH:32][C:31]([C:34]3[CH:39]=[CH:38][CH:37]=[CH:36][C:35]=3[CH2:40][NH2:41])=[CH:30][CH:29]=2)[C:17]1=[O:42])=[O:14])=[O:10])[C:2]1[CH:7]=[CH:6][CH:5]=[CH:4][CH:3]=1.FC(F)(F)C([O-])=O.[CH:52]([N:55]=[C:56]=[O:57])([CH3:54])[CH3:53]>>[CH2:1]([O:8][C:9]([NH:11][C:12]([CH3:44])([CH3:43])[C:13]([NH:15][C@@H:16]1[CH2:22][CH2:21][C:20]2[CH:23]=[CH:24][CH:25]=[CH:26][C:19]=2[N:18]([CH2:27][C:28]2[CH:29]=[CH:30][C:31]([C:34]3[CH:39]=[CH:38][CH:37]=[CH:36][C:35]=3[CH2:40][NH:41][C:56]([NH:55][CH:52]([CH3:54])[CH3:53])=[O:57])=[CH:32][CH:33]=2)[C:17]1=[O:42])=[O:14])=[O:10])[C:2]1[CH:7]=[CH:6][CH:5]=[CH:4][CH:3]=1. Reported procedure: Prepared from 2-benzyloxycarbonylamino-2-methyl- N-[2,3,4,5-tetrahydro-2-oxo-1-[[2'-(aminomethyl)[1,1'-biphenyl]-4-yl]methyl]-1H-benzazepin-3(R)-yl]propanamide, trifluoroacetate (Example 36, Step A) and isopropyl isocyanate according to the procedure described in Example 37, Step A. 1H NMR (200 MHz, CD3OD): δ 1.06 (d, 6.5 Hz, 6H), 1.39 (s, 6H), 1.82 (m, 1H), 2.19-2.58 (m, 3H), 3.74 (m, 1H), 4.12 (s, 2H), 4.32 (m, 1H), 4.87 (d, 15 Hz, 1H), 5.01 (s, 2H), 5.31 (d, 15 Hz, 1H), 7.08-7.40 (m, 17H). FA... Product: C1=NC=CC2=C(C=CC=C12)S(=O)(=O)C1=CC=C(C=C1)NC(C)=O (N1-[4-(5-isoquinolylsulfonyl)phenyl]acetamide). The yield is 44.3%. RXN SMILES: [CH:1]1[C:10]2[C:5](=[C:6]([S:11]([C:14]3[CH:20]=[CH:19][C:17]([NH2:18])=[CH:16][CH:15]=3)(=[O:13])=[O:12])[CH:7]=[CH:8][CH:9]=2)[CH:4]=[CH:3][N:2]=1.O.[C:22](OC(=O)C)(=[O:24])[CH3:23]>N1C=CC=CC=1>[CH:1]1[C:10]2[C:5](=[C:6]([S:11]([C:14]3[CH:20]=[CH:19][C:17]([NH:18][C:22](=[O:24])[CH3:23])=[CH:16][CH:15]=3)(=[O:13])=[O:12])[CH:7]=[CH:8][CH:9]=2)[CH:4]=[CH:3][N:2]=1. Procedure details: 4-(5-Isoquinolylsulfonyl)aniline 20 mg (0.1 mmol) was dissolved in a mixture solution of acetic anhydride 2 ml and pyridine 2 ml, the mixture was stirred overnight at room temperature, water was added to the reaction solution, and the solution was extracted with ethyl acetate. The organic layer was washed with saturated potassium hydrogensulfate and with saturated sodium hydrogencarbonate, dried over anhydrous sodium sulfate, and concentrated under reduced pressure to give N1-[4-(5-isoquinolylsu... Run at time 8 hour. The reactants are C1=NC=CC2=C(C=CC=C12)S(=O)(=O)C1=CC=C(N)C=C1 (4-(5-Isoquinolylsulfonyl)aniline), C(C)(=O)OC(C)=O (acetic anhydride), O (water). Run in N1=CC=CC=C1 (pyridine).